The task is: describe an organic reaction: reactants, conditions, products, and yield. This data is from the Open Reaction Database (ORD), a public repository of structured organic reaction records. Reactants: O (water), N1C=CC2=CC=CC=C12 (indole), C1(CCCCO1)=O (δ-valerolactone), [OH-].[K+] (potassium hydroxide), O (water). Solvent: CC=1C=CC(=CC1)C(C)C (p-cymene). Conditions: time 4 day. Product: N1C=C(C2=CC=CC=C12)CCCCC(=O)O (5-(1H-indol-3-yl)pentanoic acid). RXN SMILES: O.[NH:2]1[C:10]2[C:5](=[CH:6][CH:7]=[CH:8][CH:9]=2)[CH:4]=[CH:3]1.[C:11]1(=[O:17])[O:16][CH2:15][CH2:14][CH2:13][CH2:12]1.[OH-].[K+]>CC1C=CC(C(C)C)=CC=1>[NH:2]1[C:10]2[C:5](=[CH:6][CH:7]=[CH:8][CH:9]=2)[C:4]([CH2:15][CH2:14][CH2:13][CH2:12][C:11]([OH:17])=[O:16])=[CH:3]1 |f:3.4|. Reported procedure: In a water separator, indole (50 g, 0.43 mol.), δ-valerolactone (tetrahydropyran-2-one, 49.2 g, 0.49 mol.), potassium hydroxide (35.9 g, 0.64 mol.) in p-cymene (1-isopropyl-4-methylbenzene, 250 ml) were heated at boiling for 4 d, with stirring. For working up, water (200 ml) was added to the mixture, the phases were separated, and the aqueous phase was adjusted to pH 4 with 2M HCl and stored for 2 d at 4° C. in a refrigerator. The resulting solid was filtered off with suction and washed with wat... Starting materials: BrC1=CC=C2C=C(C(=CC2=C1)C(=O)O)O (7-bromo-3-hydroxynaphthalene-2-carboxylic acid), [H-].[Li+] (lithium hydride), CN(C=O)C (N,N-Dimethylformamide), Cl (hydrochloric acid), C(CCC)[Li] (butyllithium). Run in O1CCCC1 (tetrahydrofuran), O1CCCC1 (tetrahydrofuran). Reaction conditions: time 30 minute. The product is C(=O)C1=CC=C2C=C(C(=CC2=C1)C(=O)O)O (7-Formyl-3-hydroxynaphthalene-2-carboxylic acid). RXN SMILES: Br[C:2]1[CH:11]=[C:10]2[C:5]([CH:6]=[C:7]([OH:15])[C:8]([C:12]([OH:14])=[O:13])=[CH:9]2)=[CH:4][CH:3]=1.[H-].[Li+].C([Li])CCC.CN(C)[CH:25]=[O:26].Cl>O1CCCC1>[CH:25]([C:2]1[CH:11]=[C:10]2[C:5]([CH:6]=[C:7]([OH:15])[C:8]([C:12]([OH:14])=[O:13])=[CH:9]2)=[CH:4][CH:3]=1)=[O:26] |f:1.2|. Reported procedure: A solution of 7-bromo-3-hydroxynaphthalene-2-carboxylic acid (15.0 g, 56.2 mmol) (example 340) in tetrahydrofuran (100 mL) was added to a solution of lithium hydride (893 mg, 112 mmol) in tetrahydrofuran (350 mL). After 30 minutes stirring at room temperature, the resulting solution was heated to 50° C. for 2 minutes and then allowed to cool to ambient temperature over a period of 30 minutes. The mixture was cooled to −78° C., and butyllithium (1.6 M in hexanes, 53 mL, 85 mmol) was added over a ... Starting materials: O1N=C(CC12CCCCC2)C(=O)O (1-oxa-2-aza-spiro[4.5]dec-2-ene-3-carboxylic acid), BrC=1C=C(C(=CC1)N)N (4-bromobenzene-1,2-diamine). Yields the product BrC1=CC2=C(NC(=N2)C2=NOC3(C2)CCCCC3)C=C1 (3-(5-Bromo-1H-benzimidazol-2-yl)-1-oxa-2-aza-spiro[4.5]dec-2-ene). RXN SMILES: [O:1]1[C:5]2([CH2:10][CH2:9][CH2:8][CH2:7][CH2:6]2)[CH2:4][C:3]([C:11](O)=O)=[N:2]1.[Br:14][C:15]1[CH:16]=[C:17]([NH2:22])[C:18]([NH2:21])=[CH:19][CH:20]=1>>[Br:14][C:15]1[CH:20]=[CH:19][C:18]2[NH:21][C:11]([C:3]3[CH2:4][C:5]4([CH2:10][CH2:9][CH2:8][CH2:7][CH2:6]4)[O:1][N:2]=3)=[N:22][C:17]=2[CH:16]=1. Procedure: The title compound was prepared from 1-oxa-2-aza-spiro[4.5]dec-2-ene-3-carboxylic acid (283 mg, 1.55 mmol, as prepared in Example 1, step B) and 4-bromobenzene-1,2-diamine (1.3 eq., 377 mg, 2.02 mmol) in 68% overall yield (299 mg) according to the procedures described in Example 1, steps F and G. 1H-NMR (400 MHz, d4-MeOH) δ: 7.74 (s, 1H), 7.51 (d, J=8.6 Hz, 1H), 7.40 (dd, J=8.6, 1.8 Hz, 1H), 3.25 (s, 2H), 1.69-1.88 (m, 6H), 1.43-1.63 (m, 4H).